This data is from the Open Reaction Database (ORD), a public repository of structured organic reaction records. The task is: describe an organic reaction: reactants, conditions, products, and yield Reactants: O (water), C(C)(=O)O[C@H]1C[C@H]([C@@H]([C@H]1CCCCCCC(=O)OC)C=O)OC1OCCCC1 (methyl 7-[(1R,2R,3R,5S)-5-acetoxy-2-formyl-3-(2-tetrahydropyranyloxy)cyclopentyl]heptanate), O (water), COP(OC)(=O)CC(C(CCCC)(F)F)=O (dimethyl(3,3-difluoro-2-oxoheptyl)phosphonate), [OH-].[K+] (potassium hydroxide). Run in COC(C)(C)C (t-butyl methyl ether), COC(C)(C)C (t-butyl methyl ether). Run at time 1.2 hour. Product: C(C)(=O)O[C@H]1C[C@H]([C@@H]([C@H]1CCCCCCC(=O)OC)\C=C\C(C(CCCC)(F)F)=O)OC1OCCCC1 (methyl 7-[(1R,2R,3R,5S)-5-acetoxy-2-((E)-4,4-difluoro-3-oxo-1-octenyl)-3-(2-tetrahydropyranyloxy)cyclopentyl]heptanate). Isolated yield 80.6%. Reaction SMILES: COP([CH2:7][C:8](=[O:16])[C:9]([F:15])([F:14])[CH2:10][CH2:11][CH2:12][CH3:13])(=O)OC.[OH-].[K+].[C:19]([O:22][C@@H:23]1[C@H:27]([CH2:28][CH2:29][CH2:30][CH2:31][CH2:32][CH2:33][C:34]([O:36][CH3:37])=[O:35])[C@@H:26]([CH:38]=O)[C@H:25]([O:40][CH:41]2[CH2:46][CH2:45][CH2:44][CH2:43][O:42]2)[CH2:24]1)(=[O:21])[CH3:20].O>COC(C)(C)C>[C:19]([O:22][C@@H:23]1[C@H:27]([CH2:28][CH2:29][CH2:30][CH2:31][CH2:32][CH2:33][C:34]([O:36][CH3:37])=[O:35])[C@@H:26](/[CH:38]=[CH:7]/[C:8](=[O:16])[C:9]([F:14])([F:15])[CH2:10][CH2:11][CH2:12][CH3:13])[C@H:25]([O:40][CH:41]2[CH2:46][CH2:45][CH2:44][CH2:43][O:42]2)[CH2:24]1)(=[O:21])[CH3:20] |f:1.2|. Reported procedure: To a solution of dimethyl (3,3-difluoro-2-oxoheptyl)phosphonate (1) (1.113 g, 4.31 mmol) in t-butyl methyl ether (17 ml), potassium hydroxide (0.225 g, 4.00 mmol) was added and the mixture was stirred for approximately 1.2 hours at room temperature. A solution of methyl 7-[(1R,2R,3R,5S)-5-acetoxy-2-formyl-3-(2-tetrahydro pyranyloxy)cyclopentyl]heptanate (2) (0.965 g, 2.42 mmol) in t-butyl methyl ether (3 ml) solution, and water (0.32 ml) were added thereto. The mixed solution was heat refluxed f...